This data is from the Open Reaction Database (ORD), a public repository of structured organic reaction records. The task is: describe an organic reaction: reactants, conditions, products, and yield The solvent is CN(C=O)C (N,N-dimethylformamide). Starting materials: C12CC(CCC2O1)C(=O)OCC (ethyl 7-oxa-bicyclo[4.1.0]heptane-3-carboxylate), [Cl-].[NH4+] (ammonium chloride), [N-]=[N+]=[N-].[Na+] (sodium azide). Run at temperature 76 celsius, time 13 hour. Reported procedure: A mixture of Racemate-ethyl 7-oxa-bicyclo[4.1.0]heptane-3-carboxylate (24.0 g, 140 mmol), ammonium chloride (13.6 g, 210 mmol) and sodium azide (13.7 g, 210 mmol) in N,N-dimethylformamide (120 mL) was stirred at 76° C. for 13 hours. After any insoluble matter was collected by filtration, the filtrate was concentrated under reduced pressure while not allowing the solvent to evaporate to dryness. The residue was combined with the solid matter collected by the previous filtration, and the thus-obta... As a reaction SMILES: [CH:1]12[O:7][CH:6]1[CH2:5][CH2:4][CH:3]([C:8]([O:10][CH2:11][CH3:12])=[O:9])[CH2:2]2.[Cl-].[NH4+].[N-:15]=[N+:16]=[N-:17].[Na+]>CN(C)C=O>[N:15]([CH:1]1[CH:6]([OH:7])[CH2:5][CH2:4][CH:3]([C:8]([O:10][CH2:11][CH3:12])=[O:9])[CH2:2]1)=[N+:16]=[N-:17] |f:1.2,3.4|. Product: N(=[N+]=[N-])C1CC(CCC1O)C(=O)OCC (ethyl 3-azido-4-hydroxycyclohexanecarboxylate).